describe an organic reaction: reactants, conditions, products, and yield From a dataset of the Open Reaction Database (ORD), a public repository of structured organic reaction records. Reactants: [Li]CCCC, CCCCCC, OC(Cc1ccccc1Cl)(Cn1cncn1)C1(Cl)CC1, C1CCOC1, S, O=S(=O)(O)O. Yields the product OC(Cc1ccccc1Cl)(Cn1ncnc1S)C1(Cl)CC1. As a reaction SMILES: [CH2:21]([Li:22])[CH2:23][CH2:24][CH3:25].[CH3:32][CH2:33][CH2:34][CH2:35][CH2:36][CH3:37].[Cl:1][C:2]1([C:5]([CH2:6][c:7]2[c:8]([Cl:13])[cH:9][cH:10][cH:11][cH:12]2)([CH2:14][n:15]2[n:16][cH:17][n:18][cH:19]2)[OH:20])[CH2:3][CH2:4]1.[O:38]1[CH2:39][CH2:40][CH2:41][CH2:42]1.[S:26].[S:27](=[O:28])(=[O:29])([OH:30])[OH:31]>>[Cl:1][C:2]1([C:5]([CH2:6][c:7]2[c:8]([Cl:13])[cH:9][cH:10][cH:11][cH:12]2)([CH2:14][n:15]2[n:16][cH:17][n:18][c:19]2[SH:27])[OH:20])[CH2:3][CH2:4]1.